Dataset: the Open Reaction Database (ORD), a public repository of structured organic reaction records. Task: describe an organic reaction: reactants, conditions, products, and yield Starting materials: BrCCCCCCO[Si](C)(C)C(C)(C)C (((6-bromohexyl)oxy)(tert-butyl)dimethylsilane), C1(CCCCC1)N (cyclohexanamine), C([O-])([O-])=O.[K+].[K+] (potassium carbonate). Run at temperature 80 celsius, time 2.5 day. Yields the product [Si](C)(C)(C(C)(C)C)OCCCCCCNC1CCCCC1 (N-(6-((tert-butyldimethylsilyl)oxy)hexyl)cyclohexanamine). Isolated yield 90.6%. As a reaction SMILES: Br[CH2:2][CH2:3][CH2:4][CH2:5][CH2:6][CH2:7][O:8][Si:9]([C:12]([CH3:15])([CH3:14])[CH3:13])([CH3:11])[CH3:10].[CH:16]1([NH2:22])[CH2:21][CH2:20][CH2:19][CH2:18][CH2:17]1.C(=O)([O-])[O-].[K+].[K+]>>[Si:9]([O:8][CH2:7][CH2:6][CH2:5][CH2:4][CH2:3][CH2:2][NH:22][CH:16]1[CH2:21][CH2:20][CH2:19][CH2:18][CH2:17]1)([C:12]([CH3:15])([CH3:14])[CH3:13])([CH3:11])[CH3:10] |f:2.3.4|. Procedure details: In a sealed tube was charged with ((6-bromohexyl)oxy)(tert-butyl)dimethylsilane (2.35 mL, 8.45 mmol), cyclohexanamine (1.95 mL, 16.9 mmol), potassium carbonate (2.34 g, 16.9 mmol), and acetonirile (6 mL). The mixture was stirred at 80° C. for 2.5 days and filtered through a pad of celite. The solution was concentrated and purified on silica gel with a eluent of Methanol (2N NH3):methylene chloride from 0:1 to 5:95 to give a clear oil (2.4 g, 90%). 1H NMR (300 MHz, CDCl3): δ 3.55 (t, J=6.4 Hz, 2H... Starting materials: ice water, C(C)(=O)O (acetic acid), C1(CCCC1)N1NC(=C2C1=NC(=NC2=O)CC2=CC(=CC=C2)OC)CC (1-cyclopentyl-3-ethyl-6-(3-methoxyphenyl methyl)pyrazolo[3,4-d]pyrimidin-4-one), [H-].[Na+] (NaH), C(CC)S (propanethiol). Run in CN(C)C=O (DMF). Reaction conditions: temperature 130 celsius. Yields the product C1(CCCC1)N1NC(=C2C1=NC(=NC2=O)CC2=CC(=CC=C2)O)CC (1-cyclopentyl-3-ethyl-6-(3-hydroxyphenylmethyl)pyrazolo[3,4-d]pyrimidin-4-one). Isolated yield 61.8%. Reaction SMILES: [CH:1]1([N:6]2[C:10]3=[N:11][C:12]([CH2:16][C:17]4[CH:22]=[CH:21][CH:20]=[C:19]([O:23]C)[CH:18]=4)=[N:13][C:14](=[O:15])[C:9]3=[C:8]([CH2:25][CH3:26])[NH:7]2)[CH2:5][CH2:4][CH2:3][CH2:2]1.[H-].[Na+].C(S)CC.C(O)(=O)C>CN(C=O)C>[CH:1]1([N:6]2[C:10]3=[N:11][C:12]([CH2:16][C:17]4[CH:22]=[CH:21][CH:20]=[C:19]([OH:23])[CH:18]=4)=[N:13][C:14](=[O:15])[C:9]3=[C:8]([CH2:25][CH3:26])[NH:7]2)[CH2:5][CH2:4][CH2:3][CH2:2]1 |f:1.2|. Procedure details: To a solution of 1-cyclopentyl-3-ethyl-6-(3-methoxyphenyl methyl)pyrazolo[3,4-d]pyrimidin-4-one (4.49 g, 13 mmol) in DMF (123 mL) was added 97% NaH (1.26 g), followed 20 minutes later by propanethiol (2.96 g, 39 mmol). The reaction mixture was heated at 130° C. overnight, cooled to room temperature and then ice water, followed by acetic acid were added. A precipitate formed which was collected by filtration, recrystallized from ether and dried at 110° C. and 2 mm Hg to afford 2.72 g of 1-cyclope... Reactants: BrC=1C=C(C=CC1)C1=NN2C(N=C(C(=C2I)C(C(=O)OC)O)C)=C1 (methyl 2-(2-(3-bromophenyl)-7-iodo-5-methylpyrazolo[1,5-a]pyrimidin-6-yl)-2-hydroxyacetate), CC(=O)OI1(C=2C=CC=CC2C(=O)O1)(OC(=O)C)OC(=O)C (Dess-Martin Periodinane). Run in C(Cl)Cl (CH2Cl2), C(C)(=O)OCC (ethyl acetate). Conditions: time 1 hour. Product: BrC=1C=C(C=CC1)C1=NN2C(N=C(C(=C2I)C(C(=O)OC)=O)C)=C1 (methyl 2-(2-(3-bromophenyl)-7-iodo-5-methylpyrazolo[1,5-a]pyrimidin-6-yl)-2-oxoacetate). Yield: 65.6%. Reaction SMILES: [Br:1][C:2]1[CH:3]=[C:4]([C:8]2[CH:24]=[C:11]3[N:12]=[C:13]([CH3:23])[C:14]([CH:17]([OH:22])[C:18]([O:20][CH3:21])=[O:19])=[C:15]([I:16])[N:10]3[N:9]=2)[CH:5]=[CH:6][CH:7]=1.CC(OI1(OC(C)=O)(OC(C)=O)OC(=O)C2C=CC=CC1=2)=O>C(Cl)Cl.C(OCC)(=O)C>[Br:1][C:2]1[CH:3]=[C:4]([C:8]2[CH:24]=[C:11]3[N:12]=[C:13]([CH3:23])[C:14]([C:17](=[O:22])[C:18]([O:20][CH3:21])=[O:19])=[C:15]([I:16])[N:10]3[N:9]=2)[CH:5]=[CH:6][CH:7]=1. Procedure details: To a mixture of methyl 2-(2-(3-bromophenyl)-7-iodo-5-methylpyrazolo[1,5-a]pyrimidin-6-yl)-2-hydroxyacetate (2.6 g, 5.18 mmol) in CH2Cl2 (100 mL) was added Dess-Martin Periodinane (2.196 g, 5.18 mmol) and the resulting mixture was stirred at room temperature for 1 h. The reaction mixture was diluted with ethyl acetate (500 mL), washed with sat. NaHCO3 solution (100 mL), dried (Na2SO4), filtered and concentrated. The residue was purified by silica gel chromatography (5-70% EtOAc/hexane) to afford ... Starting materials: ClC=1C=C(C2=C(C(CCCO2)=O)C1)C (7-chloro-9-methyl-3,4-dihydro-2H-1-benzoxepin-5-one), C(C)(=O)[O-].[NH4+] (ammonium acetate), C(#N)[BH3-].[Na+] (sodium cyanoborohydride), Cl (hydrochloric acid). The solvent is CO (methanol). Conditions: time 2 day. Yields the product NC1CCCOC2=C1C=C(C=C2C)Cl (5-amino-7-chloro-9-methyl-2,3,4,5-tetrahydro-1-benzoxepine). Yield: 61.3%. RXN SMILES: [Cl:1][C:2]1[CH:3]=[C:4]([CH3:14])[C:5]2[O:11][CH2:10][CH2:9][CH2:8][C:7](=O)[C:6]=2[CH:13]=1.C([O-])(=O)C.[NH4+].C([BH3-])#[N:21].[Na+].Cl>CO>[NH2:21][CH:7]1[C:6]2[CH:13]=[C:2]([Cl:1])[CH:3]=[C:4]([CH3:14])[C:5]=2[O:11][CH2:10][CH2:9][CH2:8]1 |f:1.2,3.4|. Procedure details: A mixture of 90 g of 4-(4-chloro-2-methylphenoxy)butyric acid (Aldrich) and 1000 g of polyphosphoric acid was stirred for 4.5 h at 85° C. The batch was then poured onto 5 L of ice water, stirred for 1 h and extracted with ether. The combined organic phases were washed several times with sodium carbonate solution and water, dried over magnesium sulfate and concentrated in a rotary evaporator. The dark residue was then taken up in ether again and boiled several times with active carbon and silica ... The reactants are [N].N1C=CC2=CC=CC=C12 (indole nitrogen), CN1C=CC2=CC=CC=C12 (N-methyl indole), N1C=CC2=CC=CC=C12 (indole), CI (MeI), C(=O)([O-])[O-].[K+].[K+] (K2CO3), O=P12OP3(=O)OP(=O)(O1)OP(=O)(O2)O3.CS(=O)(=O)O (P2O5 MeSO3H). The product is C1CNC(=O)C2=C(C1=O)C=CN2 (aldisine). Reaction SMILES: [N].[NH:2]1[C:10]2[C:5](=CC=C[CH:9]=2)[CH:4]=[CH:3]1.CI.[C:13]([O-:16])([O-])=O.[K+].[K+].C[N:20]1C2C(=CC=CC=2)[CH:22]=[CH:21]1.N1C2C(=CC=CC=2)C=C1.[O:38]=P12OP3(OP(OP(O3)(O1)=O)(=O)O2)=O.CS(O)(=O)=O>>[CH2:22]1[C:13](=[O:16])[C:5]2[CH:4]=[CH:3][NH:2][C:10]=2[C:9](=[O:38])[NH:20][CH2:21]1 |f:0.1,3.4.5,8.9|. Procedure: Starting with the commercially available 2-indolecarboxylic acid, condensation with the ethyl ester of β-alanine in the presence of EDCI and DMAP, provided the indole 4. Methylation of the indole nitrogen with MeI and K2CO3 proceeded in near quantitative yields, rendering the N-methyl indole, which was used for the synthesis of 3. Hydrolysis of esters 4 and 5 followed by the P2O5/MeSO3H mediated cyclization provided the key intermediate aldisine derivatives 8 and 9. The reagents and catalysts are [O-2].[O-2].[Mn+4] (manganese dioxide). Reaction SMILES: [CH3:1][O:2][C:3]1[CH:8]=[CH:7][C:6]([NH:9][C:10]2[CH2:14][CH2:13][N:12]([CH2:15][C:16]3[CH:21]=[CH:20][CH:19]=[CH:18][CH:17]=3)[N:11]=2)=[CH:5][CH:4]=1>ClCCl.[O-2].[O-2].[Mn+4]>[CH3:1][O:2][C:3]1[CH:4]=[CH:5][C:6]([NH:9][C:10]2[CH:14]=[CH:13][N:12]([CH2:15][C:16]3[CH:21]=[CH:20][CH:19]=[CH:18][CH:17]=3)[N:11]=2)=[CH:7][CH:8]=1 |f:2.3.4|. Starting materials: COC1=CC=C(C=C1)NC1=NN(CC1)CC1=CC=CC=C1 (4,5-Dihydro-N-(4-methoxyphenyl)-1-phenylmethyl-1H-pyrazol-3-amine). Procedure: To a stirred solution of the product of step (a) (13.3 g) in dichloromethane (250 ml) was added active manganese dioxide in portions until all traces of starting material had disappeared. The reaction mix was filtered, evaporated to a gum and purified by chromatography on silica, eluting with ether, to give the product, mp 68°-71°. The product is COC1=CC=C(C=C1)NC1=NN(C=C1)CC1=CC=CC=C1 (N-(4-Methoxyphenyl)-1-phenylmethyl-1H-pyrazole-3-amine). Solvent: ClCCl (dichloromethane). The reactants are C1(CCCCC1)P(C1=C(C=CC=C1)C1=C(C=C(C=C1C(C)C)C(C)C)C(C)C)C1CCCCC1 (dicyclohexyl(2′,4′,6′-triisopropylbiphenyl-2-yl)phosphine), CC(C)([O-])C.[Na+] (sodium tert-butoxide), O1CCN(CC1)C1=NC=C(C=C1N)N1CCOCC1 (2,5-dimorpholinopyridin-3-amine), ClC1=C(C(=NC2=CC(=CC(=C12)F)F)C1=CC(=NC=C1)OC)C (4-chloro-5,7-difluoro-2-(2-methoxypyridin-4-yl)-3-methylquinoline). Reagents/catalysts: C=1C=CC(=CC1)/C=C/C(=O)/C=C/C2=CC=CC=C2.C=1C=CC(=CC1)/C=C/C(=O)/C=C/C2=CC=CC=C2.C=1C=CC(=CC1)/C=C/C(=O)/C=C/C2=CC=CC=C2.[Pd].[Pd] (Pd2dba3). Solvent: C1(=CC=CC=C1)C (toluene). The product is O1CCN(CC1)C1=NC=C(C=C1NC1=C(C(=NC2=CC(=CC(=C12)F)F)C1=CC(=NC=C1)OC)C)N1CCOCC1 (N-(2,5-dimorpholinopyridin-3-yl)-5,7-difluoro-2-(2-methoxypyridin-4-yl)-3-methylquinolin-4-amine). As a reaction SMILES: C1(P(C2CCCCC2)C2C=CC=CC=2C2C(C(C)C)=CC(C(C)C)=CC=2C(C)C)CCCCC1.[O:35]1[CH2:40][CH2:39][N:38]([C:41]2[C:46]([NH2:47])=[CH:45][C:44]([N:48]3[CH2:53][CH2:52][O:51][CH2:50][CH2:49]3)=[CH:43][N:42]=2)[CH2:37][CH2:36]1.Cl[C:55]1[C:64]2[C:59](=[CH:60][C:61]([F:66])=[CH:62][C:63]=2[F:65])[N:58]=[C:57]([C:67]2[CH:72]=[CH:71][N:70]=[C:69]([O:73][CH3:74])[CH:68]=2)[C:56]=1[CH3:75].CC(C)([O-])C.[Na+]>C1(C)C=CC=CC=1.C1C=CC(/C=C/C(/C=C/C2C=CC=CC=2)=O)=CC=1.C1C=CC(/C=C/C(/C=C/C2C=CC=CC=2)=O)=CC=1.C1C=CC(/C=C/C(/C=C/C2C=CC=CC=2)=O)=CC=1.[Pd].[Pd]>[O:35]1[CH2:40][CH2:39][N:38]([C:41]2[C:46]([NH:47][C:55]3[C:64]4[C:59](=[CH:60][C:61]([F:66])=[CH:62][C:63]=4[F:65])[N:58]=[C:57]([C:67]4[CH:72]=[CH:71][N:70]=[C:69]([O:73][CH3:74])[CH:68]=4)[C:56]=3[CH3:75])=[CH:45][C:44]([N:48]3[CH2:49][CH2:50][O:51][CH2:52][CH2:53]3)=[CH:43][N:42]=2)[CH2:37][CH2:36]1 |f:3.4,6.7.8.9.10|. Procedure: The Buchwald coupled product was prepared according to Procedure H using dicyclohexyl(2′,4′,6′-triisopropylbiphenyl-2-yl)phosphine (0.024 g, 0.050 mmol), 2,5-dimorpholinopyridin-3-amine (0.099 g, 0.37 mmol), 4-chloro-5,7-difluoro-2-(2-methoxypyridin-4-yl)-3-methylquinoline (0.1 g, 0.31 mmol), Pd2dba3 (0.011 g, 0.012 mmol) and sodium tert-butoxide (0.075 g, 0.78 mmol) in toluene (3.1 mL) at 120° C. for 3.2 h. The crude product was purified by column chromatography on basic alumina (0 to 50% hexan... Starting materials: N1C(CCC(C2=C1C=CC=C2)=O)=O (3,4-dihydro-1H-1-benzazepine-2,5-dione), BrCCCCCl (bromo-4-chlorobutane). Yields the product ClCCCCN1C(CCC(C2=C1C=CC=C2)=O)=O (1-(4-Chlorobutyl)-3,4-dihydro-1H-1-benzazepine-2,5-dione). Yield: 58.7%. As a reaction SMILES: [NH:1]1[C:7]2[CH:8]=[CH:9][CH:10]=[CH:11][C:6]=2[C:5](=[O:12])[CH2:4][CH2:3][C:2]1=[O:13].Br[CH2:15][CH2:16][CH2:17][CH2:18][Cl:19]>>[Cl:19][CH2:18][CH2:17][CH2:16][CH2:15][N:1]1[C:7]2[CH:8]=[CH:9][CH:10]=[CH:11][C:6]=2[C:5](=[O:12])[CH2:4][CH2:3][C:2]1=[O:13]. Procedure details: Analogously to the procedure described in Example 1, reaction of 3,4-dihydro-1H-1-benzazepine-2,5-dione (11.42 mmol, 2.00 g) and bromo-4-chlorobutane (13.7 mmol, 2.35 g) afforded 1.78 g of the title compound, contaminated with reactants to an extent of 30%. The mixture thus obtained was reacted without further purification. Reactants: [Br-], CC[Mg+], C1CCOC1, CCOCC, O=Cc1cccc(Cl)n1. The product is CCC(O)c1cccc(Cl)n1. RXN SMILES: [Br-:10].[CH2:11]([CH3:12])[Mg+:13].[CH2:19]1[O:20][CH2:21][CH2:22][CH2:23]1.[CH3:14][CH2:15][O:16][CH2:17][CH3:18].[Cl:1][c:2]1[cH:3][cH:4][cH:5][c:6]([CH:8]=[O:9])[n:7]1>>[Cl:1][c:2]1[cH:3][cH:4][cH:5][c:6]([CH:8]([OH:9])[CH2:11][CH3:12])[n:7]1.